Dataset: the Open Reaction Database (ORD), a public repository of structured organic reaction records. Task: describe an organic reaction: reactants, conditions, products, and yield Starting materials: C=C(OCC)c1c(C)nc(C)nc1NCc1ccc(Br)cc1, CC(C)=O, Cl. Product: CC(=O)c1c(C)nc(C)nc1NCc1ccc(Br)cc1. RXN SMILES: [Br:1][c:2]1[cH:3][cH:4][c:5]([CH2:6][NH:7][c:8]2[n:9][c:10]([CH3:20])[n:11][c:12]([CH3:19])[c:13]2[C:14](=[CH2:15])[O:16][CH2:17][CH3:18])[cH:21][cH:22]1.[CH3:24][C:25](=[O:26])[CH3:27].[ClH:23]>>[Br:1][c:2]1[cH:3][cH:4][c:5]([CH2:6][NH:7][c:8]2[n:9][c:10]([CH3:20])[n:11][c:12]([CH3:19])[c:13]2[C:14]([CH3:15])=[O:16])[cH:21][cH:22]1. Reactants: CC=1C=C(C=CC1C)O (3,4-dimethylphenol), CC(=O)C (acetone), CS(=O)(=O)O (methanesulfonic acid), C1(=CC=CC=C1)C (toluene). Reaction conditions: temperature 100 celsius, time 26 hour. Yields the product CC1=CC=2C(C3=CC(=C(C=C3OC2C=C1C)C)C)(C)C (2,3,6,7,9,9-hexamethylxanthene). RXN SMILES: [CH3:1][C:2]1[CH:3]=[C:4]([OH:9])[CH:5]=[CH:6][C:7]=1[CH3:8].[CH3:10][C:11]([CH3:13])=O.[CH3:14]S(O)(=O)=O.[C:19]1([CH3:25])[CH:24]=[CH:23][CH:22]=[CH:21][CH:20]=1>>[CH3:25][C:19]1[C:24]([CH3:14])=[CH:23][C:22]2[O:9][C:4]3[C:5](=[CH:6][C:7]([CH3:8])=[C:2]([CH3:1])[CH:3]=3)[C:11]([CH3:13])([CH3:10])[C:21]=2[CH:20]=1. Procedure: A mixture of 2.126 g (17.4 mmol) of 3,4-dimethylphenol, 98 mg (1.69 mmol) of acetone, and 20.9 mg (0.22 mmol) of methanesulfonic acid was heated for 62 hours at 100° C. and then at 150° C. for 26 hours. The mixture was allowed to cool, diluted with 30 mL of toluene, and washed three times with a 10% aqueous NaOH solution, water and brine. The organic layer was dried over MgSO4 and then concentrated under reduced pressure. There was obtained 335 mg of crude 2,3,6,7,9,9-hexamethylxanthene as a tan...